This data is from the Open Reaction Database (ORD), a public repository of structured organic reaction records. The task is: describe an organic reaction: reactants, conditions, products, and yield Reactants: COC(=O)C(C)N, CN(C)C=O, Cl, [H-], [Na+], O=C(NS(=O)(=O)C=Cc1ccccc1)N(c1ccccc1)c1ccccc1. Product: COC(=O)C(C)NC(=O)NS(=O)(=O)C=Cc1ccccc1. Reaction SMILES: [CH3:2][O:3][C:4]([CH:5]([NH2:6])[CH3:7])=[O:8].[CH3:38][N:39]([CH3:40])[CH:41]=[O:42].[ClH:1].[H-:9].[Na+:10].[c:11]1([N:12]([c:13]2[cH:14][cH:15][cH:16][cH:17][cH:32]2)[C:18](=[O:19])[NH:20][S:21](=[O:22])(=[O:23])[CH:24]=[CH:25][c:26]2[cH:27][cH:28][cH:29][cH:30][cH:31]2)[cH:33][cH:34][cH:35][cH:36][cH:37]1>>[CH3:2][O:3][C:4]([CH:5]([NH:6][C:18](=[O:19])[NH:20][S:21](=[O:22])(=[O:23])[CH:24]=[CH:25][c:26]1[cH:27][cH:28][cH:29][cH:30][cH:31]1)[CH3:7])=[O:8]. Starting materials: CCOC(=O)N1CC2N(C)CCC2(Br)C1, Cl. As a reaction SMILES: [Br:1][C:2]12[CH2:3][CH2:4][N:5]([CH3:15])[CH:6]1[CH2:7][N:8]([C:10]([O:11][CH2:12][CH3:13])=[O:14])[CH2:9]2.[ClH:16]>>[Br:1][C:2]12[CH2:3][CH2:4][N:5]([CH3:15])[CH:6]1[CH2:7][NH:8][CH2:9]2. The product is CN1CCC2(Br)CNCC12. The reactants are ClC1=CC(=NC2=CC(=CC=C12)Cl)C1=CC=CC=C1 (4,7-dichloro-2-phenyl-quinoline), NCC(CO)O ((RS)-3-amino-1,2-propandiol). The product is Cl.ClC1=CC=C2C(=CC(=NC2=C1)C1=CC=CC=C1)NCC(CO)O ((RS)-3-(7-Chloro-2-phenyl-quinolin-4-ylamino)-propane-1,2-diol hydrochloride). RXN SMILES: [Cl:1][C:2]1[C:11]2[C:6](=[CH:7][C:8]([Cl:12])=[CH:9][CH:10]=2)[N:5]=[C:4]([C:13]2[CH:18]=[CH:17][CH:16]=[CH:15][CH:14]=2)[CH:3]=1.[NH2:19][CH2:20][CH:21]([OH:24])[CH2:22][OH:23]>>[ClH:1].[Cl:12][C:8]1[CH:7]=[C:6]2[C:11]([C:2]([NH:19][CH2:20][CH:21]([OH:24])[CH2:22][OH:23])=[CH:3][C:4]([C:13]3[CH:18]=[CH:17][CH:16]=[CH:15][CH:14]=3)=[N:5]2)=[CH:10][CH:9]=1 |f:2.3|. Reported procedure: The title compound, m.p. 234-236° C., and MS: m/e=328 (M+), was prepared from 4,7-dichloro-2-phenyl-quinoline and (RS)-3-amino-1,2-propandiol. The reactants are N1=CC=CC=C1 (pyridine), ClC1=C(N)C=CC=C1 (2-chloro-aniline), CC1=NOC(=N1)CC(=O)O (3-methyl-1,2,4-oxadiazol-5-yl-acetic acid). Run in O1CCOCC1 (dioxane), C1(=CC=CC=C1)C (toluene). Run at time 90 minute. Product: ClC1=C(C=CC=C1)NC(CC1=NC(=NO1)C)=O (N-(2-chloro-phenyl)-3-methyl-1,2,4-oxadiazol-5-yl-acetamide). Isolated yield 77.0%. Reaction SMILES: N1C=CC=CC=1.[Cl:7][C:8]1[CH:14]=[CH:13][CH:12]=[CH:11][C:9]=1[NH2:10].[CH3:15][C:16]1[N:20]=[C:19]([CH2:21][C:22](O)=[O:23])[O:18][N:17]=1>O1CCOCC1.C1(C)C=CC=CC=1>[Cl:7][C:8]1[CH:14]=[CH:13][CH:12]=[CH:11][C:9]=1[NH:10][C:22](=[O:23])[CH2:21][C:19]1[O:18][N:17]=[C:16]([CH3:15])[N:20]=1. Procedure: Using the procedure of Example 20, 1.65 ml of dry pyridine and 1.33 ml of 2-chloro-aniline were added successively to a solution of 2.0 g of 3-methyl-1,2,4-oxadiazol-5-yl-acetic acid in a mixture of 13 ml of dioxane and 13 ml of toluene and the precipitation of a viscous oil was observed. The reaction mixture was stirred for 90 minutes at room temperature and then was evaporated to dryness. The residue was thoroughly stirred with 10 ml of iced water, whereupon dichloromethane was added. The pH o... The reactants are C1CCOC1, CC(=O)Cl, COc1ccc(C(=O)Nc2c(Cl)cncc2Cl)c2c1oc1ccc(N)cc12, c1ccncc1. The product is COc1ccc(C(=O)Nc2c(Cl)cncc2Cl)c2c1oc1ccc(NC(C)=O)cc12. Reaction SMILES: [CH2:38]1[O:39][CH2:40][CH2:41][CH2:42]1.[CH3:28][C:29]([Cl:30])=[O:31].[Cl:1][c:2]1[cH:3][n:4][cH:5][c:6]([Cl:27])[c:7]1[NH:8][C:9](=[O:10])[c:11]1[cH:12][cH:13][c:14]([O:25][CH3:26])[c:15]2[o:16][c:17]3[c:18]([c:19]12)[cH:20][c:21]([NH2:24])[cH:22][cH:23]3.[cH:32]1[cH:33][cH:34][n:35][cH:36][cH:37]1>>[Cl:1][c:2]1[cH:3][n:4][cH:5][c:6]([Cl:27])[c:7]1[NH:8][C:9](=[O:10])[c:11]1[cH:12][cH:13][c:14]([O:25][CH3:26])[c:15]2[o:16][c:17]3[c:18]([c:19]12)[cH:20][c:21]([NH:24][C:29]([CH3:28])=[O:31])[cH:22][cH:23]3.